Dataset: the Open Reaction Database (ORD), a public repository of structured organic reaction records. Task: describe an organic reaction: reactants, conditions, products, and yield Reactants: resultant mixture, C(C)OC(C(C(=O)OCC)=CNC1=CC=C(C=C1)F)=O (2-[(4-Fluoro-phenylamino)-methylene]-malonic acid diethyl ester). The solvent is C1(=CC=CC=C1)OC1=CC=CC=C1 (diphenylether), heptanes. Yields the product C(C)OC(=O)C1=CNC2=CC=C(C=C2C1=O)F (6-Fluoro-4-oxo-1,4-dihydro-quinoline-3-carboxylic acid ethyl ester). Reaction SMILES: C(O[C:4](=[O:20])[C:5](=[CH:11][NH:12][C:13]1[CH:18]=[CH:17][C:16]([F:19])=[CH:15][CH:14]=1)[C:6]([O:8][CH2:9][CH3:10])=[O:7])C>C1(OC2C=CC=CC=2)C=CC=CC=1>[CH2:9]([O:8][C:6]([C:5]1[C:4](=[O:20])[C:14]2[C:13](=[CH:18][CH:17]=[C:16]([F:19])[CH:15]=2)[NH:12][CH:11]=1)=[O:7])[CH3:10]. Procedure details: 2-[(4-Fluoro-phenylamino)-methylene]-malonic acid diethyl ester (11.5 g, 40.9 mmol)) was added in portions to hot diphenylether (80 mL), while heating at reflux. The resultant mixture was heated an additional 2 hours, then allowed to cool to room temperature. A solid white precipitate developed. The mixture was diluted with heptanes, and the product was collected by filtration, washed with heptane, to give the product as a colorless crystalline solid, 3.0 g (31%). MS: m/z 235.9 (MH+).